From a dataset of the Open Reaction Database (ORD), a public repository of structured organic reaction records. describe an organic reaction: reactants, conditions, products, and yield Starting materials: COc1cc2ncnc(C3CCNCC3)c2cc1OC, Cc1ccc(N=C=O)cc1, CN(C)C=O. Yields the product COc1cc2ncnc(C3CCN(C(=O)Nc4ccc(C)cc4)CC3)c2cc1OC. RXN SMILES: [CH3:1][O:2][c:3]1[cH:4][c:5]2[c:6]([CH:15]3[CH2:16][CH2:17][NH:18][CH2:19][CH2:20]3)[n:7][cH:8][n:9][c:10]2[cH:11][c:12]1[O:13][CH3:14].[N:21](=[C:22]=[O:23])[c:24]1[cH:25][cH:26][c:27]([CH3:30])[cH:28][cH:29]1.[O:31]=[CH:32][N:33]([CH3:34])[CH3:35]>>[CH3:1][O:2][c:3]1[cH:4][c:5]2[c:6]([CH:15]3[CH2:16][CH2:17][N:18]([C:22]([NH:21][c:24]4[cH:25][cH:26][c:27]([CH3:30])[cH:28][cH:29]4)=[O:23])[CH2:19][CH2:20]3)[n:7][cH:8][n:9][c:10]2[cH:11][c:12]1[O:13][CH3:14]. The reactants are CC(=O)O, O=C(O)c1ccc2c(c1)Sc1ccc(F)cc1C(O)C2, O, O=S(=O)(O)O. Yields the product O=C(O)c1ccc2c(c1)Sc1ccc(F)cc1C=C2. As a reaction SMILES: [CH3:27][C:28](=[O:29])[OH:30].[F:1][c:2]1[cH:3][cH:4][c:5]2[c:6]([cH:20]1)[CH:7]([OH:19])[CH2:8][c:9]1[c:10]([cH:12][c:13]([C:16](=[O:17])[OH:18])[cH:14][cH:15]1)[S:11]2.[OH2:26].[S:21](=[O:22])(=[O:23])([OH:24])[OH:25]>>[F:1][c:2]1[cH:3][cH:4][c:5]2[c:6]([cH:20]1)[CH:7]=[CH:8][c:9]1[c:10]([cH:12][c:13]([C:16](=[O:17])[OH:18])[cH:14][cH:15]1)[S:11]2. Run in ClCCCl (1,2-dichloroethane). RXN SMILES: [NH:1]1[CH2:6][CH2:5][C:4]2([O:11][C:10](=[O:12])[NH:9][C:8]3[CH:13]=[CH:14][CH:15]=[CH:16][C:7]2=3)[CH2:3][CH2:2]1.[CH2:17]1[O:27][C:20]2([CH2:25][CH2:24][C:23](=O)[CH2:22][CH2:21]2)[O:19][CH2:18]1.C(O)(=O)C.C(O[BH-](OC(=O)C)OC(=O)C)(=O)C.[Na+]>ClCCCl>[O:19]1[C:20]2([CH2:25][CH2:24][CH:23]([N:1]3[CH2:2][CH2:3][C:4]4([O:11][C:10](=[O:12])[NH:9][C:8]5[CH:13]=[CH:14][CH:15]=[CH:16][C:7]4=5)[CH2:5][CH2:6]3)[CH2:22][CH2:21]2)[O:27][CH2:17][CH2:18]1 |f:3.4|. Reaction conditions: time 60 hour. Procedure: Spiro[4H-3,1-benzoxazine-4,4′-piperidin]-2(1H)-one (A4) (400 mg, 1.83 mmol) was suspended in anhydrous 1,2-dichloroethane (8.0 mL) and treated with 1,4-cyclohexanedione mono-ethylene ketal (viia) (429 mg, 2.75 mmol), glacial acetic acid (220 mg, 3.66 mmol), and sodium triacetoxyborohydride (776 mg, 3.66 mmol). The reaction flask was flushed with nitrogen and stirred for 60 hours at room temperature. The reaction was diluted with dichloromethane (25 mL), quenched with 1.0 N NaOH (10 mL), and stir... Yields the product O1CCOC12CCC(CC2)N2CCC1(CC2)C2=C(NC(O1)=O)C=CC=C2 (1′-(1,4-dioxaspiro[4.5]decan-8-yl)spiro[benzo[d][1,3]oxazine-4,4′-piperidin]-2(1H)-one). The reactants are C1COC2(CCC(CC2)=O)O1 (1,4-cyclohexanedione mono-ethylene ketal), C(C)(=O)O (acetic acid), C(C)(=O)O[BH-](OC(C)=O)OC(C)=O.[Na+] (sodium triacetoxyborohydride), N1CCC2(CC1)C1=C(NC(O2)=O)C=CC=C1 (spiro[benzo[d][1,3]oxazine-4,4′-piperidin]-2(1H)-one). Starting materials: [Li]CCCC, C1CCOC1, COC(=O)C#N, CN(C)P(=O)(N(C)C)N(C)C, CC(C)NC(C)C, O, O=C1CCCc2sccc21. Product: COC(=O)C1CCc2sccc2C1=O. As a reaction SMILES: [CH2:1]([Li:2])[CH2:3][CH2:4][CH3:5].[CH2:29]1[O:30][CH2:31][CH2:32][CH2:33]1.[CH3:23][O:24][C:25](=[O:26])[C:27]#[N:28].[CH3:35][N:36]([CH3:37])[P:38]([N:39]([CH3:40])[CH3:41])([N:42]([CH3:43])[CH3:44])=[O:45].[CH:6]([NH:7][CH:8]([CH3:9])[CH3:10])([CH3:11])[CH3:12].[OH2:34].[s:13]1[cH:14][cH:15][c:16]2[c:17]1[CH2:18][CH2:19][CH2:20][C:21]2=[O:22]>>[s:13]1[cH:14][cH:15][c:16]2[c:17]1[CH2:18][CH2:19][CH:20]([C:25]([O:24][CH3:23])=[O:26])[C:21]2=[O:22].